From a dataset of the Open Reaction Database (ORD), a public repository of structured organic reaction records. describe an organic reaction: reactants, conditions, products, and yield The reactants are Cn1ncc2[nH]c3ccc(Cc4ccccc4N4C(=O)c5ccccc5C4=O)cc3c(=O)c21, CCO, NN, O. Yields the product Cn1ncc2[nH]c3ccc(Cc4ccccc4N)cc3c(=O)c21. Reaction SMILES: [CH3:1][n:2]1[n:3][cH:4][c:5]2[nH:6][c:7]3[cH:8][cH:9][c:10]([CH2:16][c:17]4[c:18]([N:23]5[C:24](=[O:25])[c:26]6[c:27]([cH:28][cH:29][cH:30][cH:31]6)[C:32]5=[O:33])[cH:19][cH:20][cH:21][cH:22]4)[cH:11][c:12]3[c:13](=[O:15])[c:14]12.[CH3:37][CH2:38][OH:39].[NH2:35][NH2:36].[OH2:34]>>[CH3:1][n:2]1[n:3][cH:4][c:5]2[nH:6][c:7]3[cH:8][cH:9][c:10]([CH2:16][c:17]4[c:18]([NH2:23])[cH:19][cH:20][cH:21][cH:22]4)[cH:11][c:12]3[c:13](=[O:15])[c:14]12. The reactants are Cl (HCl), FC1=CC=C(C=C1)C(CCCN1CCN(CC1)C1=NC=C(C=N1)F)=O (1-(4-fluorophenyl)-4-(4-(5-fluoro-2-pyrimidinyl)-1-piperazinyl)-1-butanone), C1(CCCCC1)[Mg]Cl (cyclohexylmagnesium chloride), CCOCC (ether), C(=O)(O)[O-].[Na+] (NaHCO3). The solvent is O1CCCC1 (tetrahydrofuran), C(Cl)(Cl)Cl (CHCl3). Reaction conditions: temperature 23 celsius, time 2 hour. The product is C1(CCCCC1)C(CCCN1CCN(CC1)C1=NC=C(C=N1)F)(O)C1=CC=C(C=C1)F (1-Cyclohexyl-1-(4-fluorophenyl)-4-(4-(5-fluoro-2-pyrimidinyl)-1-piperazinyl)-1-butanol). As a reaction SMILES: [F:1][C:2]1[CH:7]=[CH:6][C:5]([C:8](=[O:25])[CH2:9][CH2:10][CH2:11][N:12]2[CH2:17][CH2:16][N:15]([C:18]3[N:23]=[CH:22][C:21]([F:24])=[CH:20][N:19]=3)[CH2:14][CH2:13]2)=[CH:4][CH:3]=1.[CH:26]1([Mg]Cl)[CH2:31][CH2:30][CH2:29][CH2:28][CH2:27]1.CCOCC.Cl.C([O-])(O)=O.[Na+]>O1CCCC1.C(Cl)(Cl)Cl>[CH:26]1([C:8]([C:5]2[CH:6]=[CH:7][C:2]([F:1])=[CH:3][CH:4]=2)([OH:25])[CH2:9][CH2:10][CH2:11][N:12]2[CH2:17][CH2:16][N:15]([C:18]3[N:19]=[CH:20][C:21]([F:24])=[CH:22][N:23]=3)[CH2:14][CH2:13]2)[CH2:31][CH2:30][CH2:29][CH2:28][CH2:27]1 |f:4.5|. Procedure details: A cold (15° C.) solution of 1-(4-fluorophenyl)-4-(4-(5-fluoro-2-pyrimidinyl)-1-piperazinyl)-1-butanone (2.1 g, 6.1 mmol) in dry tetrahydrofuran (25 mL) kept under argon atmosphere was treated dropwise (15 min) with a solution of cyclohexylmagnesium chloride in ether (2.0M, 3.18 mL, 6.36 mmol). The cooling bath was removed and reaction mixture after being stirred at 23° C. for 2 h was treated dropwise (15 min) with HCl (2N, 3.5 mL), stirred for 15 min and diluted with CHCl3 (50 mL). The organic p...